Dataset: the Open Reaction Database (ORD), a public repository of structured organic reaction records. Task: describe an organic reaction: reactants, conditions, products, and yield Reactants: S1C=CC=2CNCC(C21)O (4,5,6,7-tetrahydrothieno[3,2-c]pyridin-7-ol), BrC1=CC=C(C2=CC=CC=C12)F (1-bromo-4-fluoronaphthalene). The product is BrC1=CC=C(C2=CC=CC=C12)OC1C2=C(CNC1)C=CS2 (7-(4-Bromonaphthalen-1-yloxy)-4,5,6,7-tetrahydrothieno[3,2-c]pyridine). As a reaction SMILES: [S:1]1[C:9]2[CH:8]([OH:10])[CH2:7][NH:6][CH2:5][C:4]=2[CH:3]=[CH:2]1.[Br:11][C:12]1[C:21]2[C:16](=[CH:17][CH:18]=[CH:19][CH:20]=2)[C:15](F)=[CH:14][CH:13]=1>>[Br:11][C:12]1[C:21]2[C:16](=[CH:17][CH:18]=[CH:19][CH:20]=2)[C:15]([O:10][CH:8]2[CH2:7][NH:6][CH2:5][C:4]3[CH:3]=[CH:2][S:1][C:9]2=3)=[CH:14][CH:13]=1. Procedure: The same method as in Example 1 was conducted using 4,5,6,7-tetrahydrothieno[3,2-c]pyridin-7-ol (Reference Example 13) instead of 6-methyl-4,5,6,7-tetrahydrothieno[2,3-c]pyridin-4-ol (Reference Example 6) and was conducted using 1-bromo-4-fluoronaphthalene instead of 1-fluoronaphthalene to give the objective compound. Starting materials: Cc1c(C)c2c(c(C)c1O)C(c1ccc(C(C)C)cc1)C1(CCNCC1)O2, O=CO, Cl, [Na+], [OH-]. Yields the product Cc1c(C)c2c(c(C)c1O)C(c1ccc(C(C)C)cc1)C1(CCN(C)CC1)O2. As a reaction SMILES: [CH:2]([CH3:3])([CH3:4])[c:5]1[cH:6][cH:7][c:8]([CH:11]2[C:12]3([O:13][c:14]4[c:15]2[c:16]([CH3:23])[c:17]([OH:22])[c:18]([CH3:21])[c:19]4[CH3:20])[CH2:24][CH2:25][NH:26][CH2:27][CH2:28]3)[cH:9][cH:10]1.[CH:31]([OH:32])=[O:33].[ClH:1].[Na+:30].[OH-:29]>>[CH:2]([CH3:3])([CH3:4])[c:5]1[cH:6][cH:7][c:8]([CH:11]2[C:12]3([O:13][c:14]4[c:15]2[c:16]([CH3:23])[c:17]([OH:22])[c:18]([CH3:21])[c:19]4[CH3:20])[CH2:24][CH2:25][N:26]([CH3:31])[CH2:27][CH2:28]3)[cH:9][cH:10]1. The reactants are COc1ccc(Br)cc1, CC(C)(C)[O-], ClCCl, [Na+], C1COCCO1, Nc1ccc(-c2ccccc2)c2ccccc12. Product: COc1ccc(Nc2ccc(-c3ccccc3)c3ccccc23)cc1. Reaction SMILES: [Br:7][c:8]1[cH:9][cH:10][c:11]([O:14][CH3:15])[cH:12][cH:13]1.[CH3:1][C:2]([CH3:3])([O-:4])[CH3:5].[Cl:39][CH2:40][Cl:41].[Na+:6].[O:33]1[CH2:34][CH2:35][O:36][CH2:37][CH2:38]1.[c:16]1(-[c:22]2[cH:23][cH:24][c:25]([NH2:32])[c:26]3[cH:27][cH:28][cH:29][cH:30][c:31]23)[cH:17][cH:18][cH:19][cH:20][cH:21]1>>[c:8]1([NH:32][c:25]2[cH:24][cH:23][c:22](-[c:16]3[cH:17][cH:18][cH:19][cH:20][cH:21]3)[c:31]3[c:26]2[cH:27][cH:28][cH:29][cH:30]3)[cH:9][cH:10][c:11]([O:14][CH3:15])[cH:12][cH:13]1. Reactants: OC=1C(=C2CCN(C2=C(C1C)C)C=O)CC(=C)C (2,3-dihydro-5-hydroxy-6,7-dimethyl-4-(2-methyl-2-propenyl)-1H-indole-1-carbaldehyde), Cl (hydrochloric acid), C([O-])(O)=O.[Na+] (sodium bicarbonate), C(C)(=O)OCC (ethyl acetate). Run in CO (methanol), CO (methanol), O (water). Product: CC1(CC2=C3CCNC3=C(C(=C2O1)C)C)C (1,6,7,8-Tetrahydro-2,2,4,5-tetramethyl-2H-furo[3,2-e]indole). Yield: 45.7%. Reaction SMILES: [OH:1][C:2]1[C:3]([CH2:15][C:16]([CH3:18])=[CH2:17])=[C:4]2[C:8](=[C:9]([CH3:12])[C:10]=1[CH3:11])[N:7](C=O)[CH2:6][CH2:5]2.Cl.C(=O)(O)[O-].[Na+].C(OCC)(=O)C>CO.O>[CH3:17][C:16]1([CH3:18])[O:1][C:2]2[C:3](=[C:4]3[C:8](=[C:9]([CH3:12])[C:10]=2[CH3:11])[NH:7][CH2:6][CH2:5]3)[CH2:15]1 |f:2.3|. Procedure: To a solution of 2,3-dihydro-5-hydroxy-6,7-dimethyl-4-(2-methyl-2-propenyl)-1H-indole-1-carbaldehyde (1.23 g, 5.0 mmol) in methanol (4 mL) was added concentrated hydrochloric acid (2 mL)-methanol (1 mL) solution, and the mixture was heated to reflux for 2 hours under the nitrogen atmosphere. The reaction mixture was added to a mixture of sodium bicarbonate (3.02 g, 35.9 mmol) in water (10 mL)-ethyl acetate (10 mL) to neutralize, the organic layer was separated, and the aqueous layer was extracte... The reactants are B, C=CCC1(C(=O)OC)CCN(C(=O)OCc2ccccc2)CC1, C1CCOC1, CSC, ClCCl, O=[Cr](=O)([O-])Cl, c1cc[nH+]cc1. Product: COC(=O)C1(CC=O)CCN(C(=O)OCc2ccccc2)CC1. As a reaction SMILES: [BH3:27].[CH2:1]([CH:2]=[CH2:3])[C:4]1([C:20](=[O:21])[O:22][CH3:23])[CH2:5][CH2:6][N:7]([C:10](=[O:11])[O:12][CH2:13][c:14]2[cH:15][cH:16][cH:17][cH:18][cH:19]2)[CH2:8][CH2:9]1.[CH2:39]1[O:40][CH2:41][CH2:42][CH2:43]1.[CH3:24][S:25][CH3:26].[Cl:44][CH2:45][Cl:46].[O:28]=[Cr:29]([Cl:30])([O-:31])=[O:32].[nH+:33]1[cH:34][cH:35][cH:36][cH:37][cH:38]1>>[CH2:1]([CH:2]=[O:28])[C:4]1([C:20](=[O:21])[O:22][CH3:23])[CH2:5][CH2:6][N:7]([C:10](=[O:11])[O:12][CH2:13][c:14]2[cH:15][cH:16][cH:17][cH:18][cH:19]2)[CH2:8][CH2:9]1. Yields the product C(#N)C1=C(C=C(C(=O)OC)C=C1)F (methyl 4-cyano-3-fluorobenzoate). Run in CO (MeOH). Yield: 87.5%. Procedure: 4-Cyano-3-fluorobenzoic acid (Carbocore, 1 g; 6.06 mmol) was dissolved in MeOH (12.50 mL) to which 1-(3-Dimethylaminopropyl)-3-ethylcarbodiimide hydrochloride (1.39 g; 7.27 mmol) followed by 4-dimethylaminopyridine (0.07 g; 0.61 mmol) were added. The mixture was stirred at RT overnight after which it was concentrated, taken up in EtOAc and washed with 0.1N HCl, 0.1 N NaOH and brine (2×50 mL each) and dried over MgSO4 to give the title compound as an off-white solid (0.95 g; 87%). 1H NMR: (DMSO-d... Reaction SMILES: [C:1]([C:3]1[CH:11]=[CH:10][C:6]([C:7]([OH:9])=[O:8])=[CH:5][C:4]=1[F:12])#[N:2].Cl.[CH3:14]N(C)CCCN=C=NCC>CO.CN(C)C1C=CN=CC=1>[C:1]([C:3]1[CH:11]=[CH:10][C:6]([C:7]([O:9][CH3:14])=[O:8])=[CH:5][C:4]=1[F:12])#[N:2] |f:1.2|. Conditions: time 8 hour. The reactants are C(#N)C1=C(C=C(C(=O)O)C=C1)F (4-Cyano-3-fluorobenzoic acid), Cl.CN(CCCN=C=NCC)C (1-(3-Dimethylaminopropyl)-3-ethylcarbodiimide hydrochloride). The reagents and catalysts are CN(C1=CC=NC=C1)C (4-dimethylaminopyridine). The reactants are C1=C(C=CC=2C3=CC=CC=C3CC12)C=CC(C)=O (4-(2-fluorenyl)-3-buten-2-one), [H][H] (hydrogen). Reagents/catalysts: [C].[Pd] (palladium carbon). The solvent is C(C)(=O)OCC (ethyl acetate). Yields the product C1=C(C=CC=2C3=CC=CC=C3CC12)CCC(C)=O (4-(2-fluorenyl)-butan-2-one). Isolated yield 56.3%. Reaction SMILES: [CH:1]1[C:13]2[CH2:12][C:11]3[C:6](=[CH:7][CH:8]=[CH:9][CH:10]=3)[C:5]=2[CH:4]=[CH:3][C:2]=1[CH:14]=[CH:15][C:16](=[O:18])[CH3:17].[H][H]>[C].[Pd].C(OCC)(=O)C>[CH:1]1[C:13]2[CH2:12][C:11]3[C:6](=[CH:7][CH:8]=[CH:9][CH:10]=3)[C:5]=2[CH:4]=[CH:3][C:2]=1[CH2:14][CH2:15][C:16](=[O:18])[CH3:17] |f:2.3|. Procedure details: To 350 ml of ethyl acetate were added 17 grams of 4-(2-fluorenyl)-3-buten-2-one and 2 grams of 10% palladium carbon powder, the mixture was warmed at 40°-50° C., and hydrogen was introduced in under ordinary pressure. When the absorption of hydrogen ceased, the catalyst was removed by filtration, the filtrate was concentrated, and ethyl acetate was removed therefrom. Crystals separated out therefrom were recrystallized from methanol to give 9.65 grams of 4-(2-fluorenyl)-butan-2-one, white crysta...